Dataset: the Open Reaction Database (ORD), a public repository of structured organic reaction records. Task: describe an organic reaction: reactants, conditions, products, and yield The reactants are C[Si](C1=CC=C2C=C(NC2=C1)C(=O)OCC)(C)C (ethyl 6-trimethylsilyl-1H-indole-2-carboxylate), CC=1C=C(C=CC1)CO ((3-methylphenyl)methanol), C(#N)C=P(CCCC)(CCCC)CCCC ((cyanomethylene)tributylphosphorane). Product: C[Si](C1=CC=C2C=C(N(C2=C1)CC1=CC(=CC=C1)C)C(=O)OCC)(C)C (Ethyl 6-trimethylsilyl-1-[(3-methylphenyl)methyl]-1H-indole-2-carboxylate). Reaction SMILES: [CH3:1][Si:2]([CH3:18])([CH3:17])[C:3]1[CH:11]=[C:10]2[C:6]([CH:7]=[C:8]([C:12]([O:14][CH2:15][CH3:16])=[O:13])[NH:9]2)=[CH:5][CH:4]=1.[CH3:19][C:20]1[CH:21]=[C:22]([CH2:26]O)[CH:23]=[CH:24][CH:25]=1.C(C=P(CCCC)(CCCC)CCCC)#N>>[CH3:1][Si:2]([CH3:17])([CH3:18])[C:3]1[CH:11]=[C:10]2[C:6]([CH:7]=[C:8]([C:12]([O:14][CH2:15][CH3:16])=[O:13])[N:9]2[CH2:19][C:20]2[CH:25]=[CH:24][CH:23]=[C:22]([CH3:26])[CH:21]=2)=[CH:5][CH:4]=1. Procedure: This compound was prepared according to a process similar to that described in step 5.1 by reacting ethyl 6-trimethylsilyl-1H-indole-2-carboxylate prepared according to the process described in step 9.2 with (3-methylphenyl)methanol in the presence of (cyanomethylene)tributylphosphorane (CMBP). The crude reaction product is then purified by flash chromatography on a column of silica gel to give the expected product. Reactants: N (ammonia), B(Br)(Br)Br (boron tribromide), COC=1C=C2C(=CNC2=CC1)SC1CCN(CC1)C (5-methoxy-3-[(1-methylpiperidin-4-yl)thio]-1H-indole). Run in C(Cl)(Cl)Cl (chloroform), C(Cl)(Cl)Cl (chloroform). Reaction conditions: time 3 hour. Yields the product CN1CCC(CC1)SC1=CNC2=CC=C(C=C12)O (3-[(1-methylpiperidin-4-yl)thio]-1H-indol-5-ol). Yield: 10.5%. As a reaction SMILES: B(Br)(Br)Br.C[O:6][C:7]1[CH:8]=[C:9]2[C:13](=[CH:14][CH:15]=1)[NH:12][CH:11]=[C:10]2[S:16][CH:17]1[CH2:22][CH2:21][N:20]([CH3:23])[CH2:19][CH2:18]1.N>C(Cl)(Cl)Cl>[CH3:23][N:20]1[CH2:19][CH2:18][CH:17]([S:16][C:10]2[C:9]3[C:13](=[CH:14][CH:15]=[C:7]([OH:6])[CH:8]=3)[NH:12][CH:11]=2)[CH2:22][CH2:21]1. Procedure: A solution of boron tribromide (6.3 ml) in chloroform (16 ml) is added dropwise to a solution of 5-methoxy-3-[(1-methylpiperidin-4-yl)thio]-1H-indole (8 g, prepared in Example 41) in chloroform (105 ml) at 0° C. After 3 hours at room temperature, the reaction mixture is poured onto ice and rendered basic with aqueous ammonia. The organic phase is dried over sodium sulfate and concentrated. The oily residue is chromatographed on silica gel (eluent: CH2Cl2 /EtOH/iPrNH2 79/20/1) to give 3-[(1-methy... The reactants are CC1(CC=C(CC1)C1=C(C=CC(=C1)C(C)(C)O)NC(=O)C=1NC=C(N1)C#N)C (4-Cyano-1H-imidazole-2-carboxylic acid [2-(4,4-dimethyl-cyclohex-1-enyl)-4-(1-hydroxy-1-methyl-ethyl)-phenyl]-amide), COC1=CC=C(C=C1)CS ((4-methoxy-phenyl)-methanethiol), C(=O)(C(F)(F)F)O (TFA). Solvent: C(Cl)Cl (DCM), C(Cl)Cl (DCM). Product: CC1(CC=C(CC1)C1=C(C=CC(=C1)C(C)(C)SCC1=CC=C(C=C1)OC)NC(=O)C=1NC=C(N1)C#N)C (4-Cyano-1H-imidazole-2-carboxylic acid {2-(4,4-dimethyl-cyclohex-1-enyl)-4-[1-(4-methoxy-benzylsulfanyl)-1-methyl-ethyl]-phenyl}-amide). The yield is 55.6%. RXN SMILES: [CH3:1][C:2]1([CH3:28])[CH2:7][CH2:6][C:5]([C:8]2[CH:13]=[C:12]([C:14](O)([CH3:16])[CH3:15])[CH:11]=[CH:10][C:9]=2[NH:18][C:19]([C:21]2[NH:22][CH:23]=[C:24]([C:26]#[N:27])[N:25]=2)=[O:20])=[CH:4][CH2:3]1.[CH3:29][O:30][C:31]1[CH:36]=[CH:35][C:34]([CH2:37][SH:38])=[CH:33][CH:32]=1.C(O)(C(F)(F)F)=O>C(Cl)Cl>[CH3:28][C:2]1([CH3:1])[CH2:7][CH2:6][C:5]([C:8]2[CH:13]=[C:12]([C:14]([S:38][CH2:37][C:34]3[CH:35]=[CH:36][C:31]([O:30][CH3:29])=[CH:32][CH:33]=3)([CH3:15])[CH3:16])[CH:11]=[CH:10][C:9]=2[NH:18][C:19]([C:21]2[NH:22][CH:23]=[C:24]([C:26]#[N:27])[N:25]=2)=[O:20])=[CH:4][CH2:3]1. Procedure details: To a mixture of 4-cyano-1H-imidazole-2-carboxylic acid [2-(4,4-dimethyl-cyclohex-1-enyl)-4-(1-hydroxy-1-methyl-ethyl)-phenyl]-amide (as prepared in Example 14, step (d), 86 mg, 0.22 mmol) and (4-methoxy-phenyl)-methanethiol (157 μL, 1.13 mmol) in 2 mL of DCM at 0° C. was added 175 μL (2.27 mmol) of TFA. The mixture was allowed to warm to room temperature overnight, at which time it was diluted with DCM (20 mL), washed with water (1×20 mL), dried (Na2SO4) and concentrated in vacuo. The residue wa... Starting materials: O=C([O-])[O-], CS(=O)(=O)OCC(c1ccccc1)c1ccccc1, CN(C)C=O, [K+], [K+], O, CCOC(=O)COc1cccc2c1CCc1sc(S)nc1-2. The product is CCOC(=O)COc1cccc2c1CCc1sc(SCC(c3ccccc3)c3ccccc3)nc1-2. RXN SMILES: [C:41](=[O:42])([O-:43])[O-:44].[CH3:22][S:23]([O:24][CH2:27][CH:28]([c:29]1[cH:30][cH:31][cH:32][cH:33][cH:34]1)[c:35]1[cH:36][cH:37][cH:38][cH:39][cH:40]1)(=[O:25])=[O:26].[CH3:47][N:48]([CH3:49])[CH:50]=[O:51].[K+:45].[K+:46].[OH2:52].[SH:1][c:2]1[s:3][c:4]2[c:5]([n:6]1)-[c:7]1[cH:8][cH:9][cH:10][c:11]([O:15][CH2:16][C:17](=[O:18])[O:19][CH2:20][CH3:21])[c:12]1[CH2:13][CH2:14]2>>[S:1]([c:2]1[s:3][c:4]2[c:5]([n:6]1)-[c:7]1[cH:8][cH:9][cH:10][c:11]([O:15][CH2:16][C:17](=[O:18])[O:19][CH2:20][CH3:21])[c:12]1[CH2:13][CH2:14]2)[CH2:27][CH:28]([c:29]1[cH:30][cH:31][cH:32][cH:33][cH:34]1)[c:35]1[cH:36][cH:37][cH:38][cH:39][cH:40]1. The reactants are [OH-].[Na+] (NaOH), C(C(C)C)SC1=CC=[N+](C=C1)[O-] (4-(isobutylthio)pyridine-N-oxide), C(C)(=O)OC(C)=O (acetic anhydride). Run in CO (MeOH). The product is C(C(C)C)SC1=CC(NC=C1)=O (4-(isobutylthio)pyridine-2(1H)-one). Reaction SMILES: [CH2:1]([S:5][C:6]1[CH:11]=[CH:10][N+:9]([O-])=[CH:8][CH:7]=1)[CH:2]([CH3:4])[CH3:3].C(OC(=O)C)(=[O:15])C.[OH-].[Na+]>CO>[CH2:1]([S:5][C:6]1[CH:11]=[CH:10][NH:9][C:8](=[O:15])[CH:7]=1)[CH:2]([CH3:4])[CH3:3] |f:2.3|. Procedure: A mixture of 500 mg of 4-(isobutylthio)pyridine-N-oxide, 5 ml of acetic anhydride was heated at reflux for 10 hours. The mixture was cooled, then added MeOH and 3N NaOH was added dropwise at pH 9˜11 and stirred. After 1 hour solution was evaporated and 3N HCl was added dropwise at pH6.5˜7.5, extracted with ethyl acetate and subjected to silica gel column chromatography (hexane/ethyl acetate) to obtain the compound (90 mg). Reactants: CCOC(=O)C=Cc1cccc(N)c1, O=C(O)c1cccc(-c2ccc(F)cc2)n1. Product: CCOC(=O)C=Cc1cccc(NC(=O)c2cccc(-c3ccc(F)cc3)n2)c1. RXN SMILES: [CH2:17]([CH3:18])[O:19][C:20]([CH:21]=[CH:22][c:23]1[cH:24][c:25]([NH2:29])[cH:26][cH:27][cH:28]1)=[O:30].[F:1][c:2]1[cH:3][cH:4][c:5](-[c:8]2[cH:9][cH:10][cH:11][c:12]([C:14](=[O:15])[OH:16])[n:13]2)[cH:6][cH:7]1>>[F:1][c:2]1[cH:3][cH:4][c:5](-[c:8]2[cH:9][cH:10][cH:11][c:12]([C:14](=[O:16])[NH:29][c:25]3[cH:24][c:23]([CH:22]=[CH:21][C:20]([O:19][CH2:17][CH3:18])=[O:30])[cH:28][cH:27][cH:26]3)[n:13]2)[cH:6][cH:7]1.